Dataset: the Open Reaction Database (ORD), a public repository of structured organic reaction records. Task: describe an organic reaction: reactants, conditions, products, and yield The reactants are Cl.Cl.CN1CCN(CC1)CC(C1=CC(=CC=C1)OC(F)(F)F)C1[C@@H](CCCC1)O ((1R)-2-(4-methylpiperazin-1-yl-1-[3-(trifluoromethoxy)phenyl]ethyl}cyclohexanol dihydrochloride), Cl.Cl.N1(CCNCC1)C[C@@H](C1=CC(=CC=C1)OC(F)(F)F)C1(CCCCC1)O (1-{(1R)-2-piperazin-1-yl-1-[3-(trifluoromethoxy)phenyl]ethyl}cyclohexanol dihydrochloride). Product: Cl.Cl.CN1CCN(CC1)C[C@@H](C1=CC(=CC=C1)OC(F)(F)F)C1(CCCCC1)O (1-{(1R)-2-(4-methylpiperazin-1-yl)-1-[3-(trifluoromethoxy)phenyl]ethyl}cyclohexanol dihydrochloride). Reaction SMILES: [ClH:1].Cl.[CH3:3][N:4]1[CH2:9][CH2:8][N:7]([CH2:10][CH:11]([CH:23]2[CH2:28][CH2:27][CH2:26][CH2:25][C@H:24]2O)[C:12]2[CH:17]=[CH:16][CH:15]=[C:14]([O:18][C:19]([F:22])([F:21])[F:20])[CH:13]=2)[CH2:6][CH2:5]1.Cl.Cl.N1(C[C@H](C2(O)CCCCC2)C2C=CC=C([O:46]C(F)(F)F)C=2)CCNCC1>>[ClH:1].[ClH:1].[CH3:3][N:4]1[CH2:5][CH2:6][N:7]([CH2:10][C@H:11]([C:23]2([OH:46])[CH2:24][CH2:25][CH2:26][CH2:27][CH2:28]2)[C:12]2[CH:17]=[CH:16][CH:15]=[C:14]([O:18][C:19]([F:20])([F:21])[F:22])[CH:13]=2)[CH2:8][CH2:9]1 |f:0.1.2,3.4.5,6.7.8|. Procedure: In an analogous manner to Example 24, 1-{(1R)-2-(4-methylpiperazin-1-yl-1-[3-(trifluoromethoxy)phenyl]ethyl}cyclohexanol dihydrochloride was prepared from, 1-{(1R)-2-piperazin-1-yl-1-[3-(trifluoromethoxy)phenyl]ethyl}cyclohexanol (See Example 244). HRMS: calcd for C20H29F3N2O2+H, 387.22594. found (ESI, [M+H]+), 387.2269.